This data is from the Open Reaction Database (ORD), a public repository of structured organic reaction records. The task is: describe an organic reaction: reactants, conditions, products, and yield The reactants are CC(C)C(NC(=O)OCc1ccccc1)C(=O)N1CCCC1C(=O)OC(C)(C)C, CO. The product is CC(C)C(NC(=O)OCc1ccccc1)C(=O)N1CCCC1C(=O)O. As a reaction SMILES: [C:1]([CH3:2])([CH3:3])([CH3:4])[O:5][C:6]([CH:7]1[N:8]([C:12]([CH:13]([NH:14][C:15](=[O:16])[O:17][CH2:18][c:19]2[cH:20][cH:21][cH:22][cH:23][cH:24]2)[CH:25]([CH3:26])[CH3:27])=[O:28])[CH2:9][CH2:10][CH2:11]1)=[O:29].[CH3:30][OH:31]>>[O:5]=[C:6]([CH:7]1[N:8]([C:12]([CH:13]([NH:14][C:15](=[O:16])[O:17][CH2:18][c:19]2[cH:20][cH:21][cH:22][cH:23][cH:24]2)[CH:25]([CH3:26])[CH3:27])=[O:28])[CH2:9][CH2:10][CH2:11]1)[OH:29]. Starting materials: N[C@@H](C)C(=O)N1[C@H](C(=O)O)CCC1 (L-alanyl-L-proline), N1C=C(C2=CC=CC=C12)CCC(C(=O)OCC)=O (ethyl 4-(3-indolyl)-2-oxobutyrate), ( 4A ). The reagents and catalysts are [Pd] (Pd on carbon). Solvent: C(C)O (ethanol). Product: C(C)OC(=O)C(CCC1=CNC2=CC=CC=C12)N[C@@H](C)C(=O)N1[C@H](C(=O)O)CCC1 (N-[1-ethoxycarbonyl-3-(3-indolyl)propyl]-L-alanyl-L-proline). RXN SMILES: [NH2:1][C@H:2]([C:4]([N:6]1[CH2:13][CH2:12][CH2:11][C@H:7]1[C:8]([OH:10])=[O:9])=[O:5])[CH3:3].[NH:14]1[C:22]2[C:17](=[CH:18][CH:19]=[CH:20][CH:21]=2)[C:16]([CH2:23][CH2:24][C:25](=O)[C:26]([O:28][CH2:29][CH3:30])=[O:27])=[CH:15]1>C(O)C.[Pd]>[CH2:29]([O:28][C:26]([CH:25]([NH:1][C@H:2]([C:4]([N:6]1[CH2:13][CH2:12][CH2:11][C@H:7]1[C:8]([OH:10])=[O:9])=[O:5])[CH3:3])[CH2:24][CH2:23][C:16]1[C:17]2[C:22](=[CH:21][CH:20]=[CH:19][CH:18]=2)[NH:14][CH:15]=1)=[O:27])[CH3:30]. Procedure details: A solution of L-alanyl-L-proline (0.35 g) and ethyl 4-(3-indolyl)-2-oxobutyrate (1.0 g) in 30 ml of ethanol was hydrogenated with 10% Pd on carbon in the presence of 3.2 g of powdered molecular sieves (4A) under 40 lbs of hydrogen pressure. After the reaction was complete the slurry was filtered and the filtrate concentrated to dryness. The residual oil was dissolved in 5 ml of methanol and chromatographed on a Sephadex LH-20 column to yield 0.67 g of crude product as an orange oil. A portion of... Reactants: OC1(C2(C3=CC=CC=C3CC1)CCCC2)CCNC(OCC)=O (Ethyl (±)-[2-(3',4'-dihydro-2'-hydroxyspiro-[cyclopentane-1,1'(2'H)-napthalen]-2'-yl)ethyl]-carbamate), S(O)(O)(=O)=O (sulfuric acid), C(C)(=O)O (acetic acid), O (water). The product is N1(CCC23CCC4=C(C12CCCC3)C=CC=C4)C(=O)OCC (Ethyl (±)-2,3,4,5-tetrahydro-3a,9b-butano-1H-benz[g]indole-1-carboxylate). Yield: 59.0%. Reaction SMILES: O[C:2]1([CH2:16][CH2:17][NH:18][C:19](=[O:23])[O:20][CH2:21][CH3:22])[CH2:11][CH2:10][C:9]2[C:4](=[CH:5][CH:6]=[CH:7][CH:8]=2)[C:3]21C[CH2:14][CH2:13][CH2:12]2.S(=O)(=O)(O)O.O.[C:30](O)(=O)C>>[N:18]1([C:19]([O:20][CH2:21][CH3:22])=[O:23])[C:17]23[CH2:30][CH2:6][CH2:7][CH2:8][C:9]2([CH2:10][CH2:11][C:2]2[CH:3]=[CH:12][CH:13]=[CH:14][C:16]=23)[CH2:4][CH2:5]1. Procedure: A solution of the product from Example 13 (1.68 g, 5.29 mmol) in 15 mL of 3:1 acetic acid/concentrated sulfuric acid (v/v) was stirred at room temperature for 18 hours. The reaction mixture was poured into water (50 mL) and the resulting mixture was extracted with CH2Cl2 (4×30 mL). The combined organic extracts were dried (MgSO4), filtered and concentrated. The residue was dissolved in CH2Cl2 (100 mL and washed with saturated aq. bicarbonate solution (30 mL). The organic phase was dried (MgSO4),... Reactants: C(C)[C@H]1C(NC[C@@H]1CC1=CN=CN1C)=O ((3R, 4R)-3-ethyl-4-[(1-methyl-1H-imidazol-5-yl) methyl]-2-pyrrolidinone), C(#N)C(=O)OC (methyl cyanoformate), C(C)(C)NC(C)C (diisopropylamine), solution, D-butyl lithium. The solvent is O1CCCC1 (THF), O1CCCC1 (THF), O1CCCC1 (tetrahydrofuran), CCCCCC (hexane). Run at time 15 minute. Yields the product C(=O)(OC)N1C([C@@H]([C@H](C1)CC1=CN=CN1C)CC)=O ((3R, 4R)-1-carbomethoxy-3-ethyl-4[(1-methyl-1H-imidazol-5-yl)methyl]-2-pyrrolidinone). Yield: 29.3%. Reaction SMILES: C(NC(C)C)(C)C.[CH2:8]([C@@H:10]1[C@@H:14]([CH2:15][C:16]2[N:20]([CH3:21])[CH:19]=[N:18][CH:17]=2)[CH2:13][NH:12][C:11]1=[O:22])[CH3:9].C([C:25]([O:27][CH3:28])=[O:26])#N>O1CCCC1.CCCCCC>[C:25]([N:12]1[CH2:13][C@H:14]([CH2:15][C:16]2[N:20]([CH3:21])[CH:19]=[N:18][CH:17]=2)[C@@H:10]([CH2:8][CH3:9])[C:11]1=[O:22])([O:27][CH3:28])=[O:26]. Procedure: To a solution of diisopropylamine (58 mg, 0.57 mmol) in tetrahydrofuran (THF) (2 mL) at 0° was added 251 μL of a 2.5 M solution of D-butyl lithium (0.63 mmol) in hexane. The solution was stirred at 0° for 15 min., then cooled to -78° and (3R, 4R)-3-ethyl-4-[(1-methyl-1H-imidazol-5-yl) methyl]-2-pyrrolidinone (118.2 mg, 0.57 mmol) in THF (2.5 mL) was added via cannula, followed by a THF (0.5 mL) rinse. After 2 hours at -78 , methyl cyanoformate (50.9 mg, 0.60 mmol) was added and the reaction was ... Starting materials: BrCCC1=CC=C(C=C1)Cl (1-(2-bromoethyl)-4-chlorobenzene), Cl.ClC=1C=C(C=CC1)NN (3-chlorophenylhydrazine hydrochloride), CN1CCC(CC1)=O (N-methyl-4-piperidone). Solvent: C(C)N(CC)CC (triethylamine). Product: ClC1=CC=C(CCN2C3=C(C=4C(=CC=CC24)Cl)CN(CC3)C)C=C1 (5-(4-chlorophenethyl)-9-chloro-2,3,4,5-tetrahydro-2-methyl-1H-pyrido[4,3-b]indole). RXN SMILES: Br[CH2:2][CH2:3][C:4]1[CH:9]=[CH:8][C:7]([Cl:10])=[CH:6][CH:5]=1.Cl.[Cl:12][C:13]1[CH:14]=[C:15]([NH:19]N)[CH:16]=[CH:17][CH:18]=1.[CH3:21][N:22]1[CH2:27][CH2:26][C:25](=O)[CH2:24][CH2:23]1>C(N(CC)CC)C>[Cl:10][C:7]1[CH:8]=[CH:9][C:4]([CH2:3][CH2:2][N:19]2[C:15]3[CH:16]=[CH:17][CH:18]=[C:13]([Cl:12])[C:14]=3[C:24]3[CH2:23][N:22]([CH3:21])[CH2:27][CH2:26][C:25]2=3)=[CH:5][CH:6]=1 |f:1.2|. Procedure details: The title compound is prepared by following Method 8 by using 1-(2-bromoethyl)-4-chlorobenzene, 3-chlorophenylhydrazine hydrochloride, triethylamine and N-methyl-4-piperidone Reactants: COC1=CC=C(C=C1)C(C1=CC=CC=C1)(C1=CC=C(C=C1)OC)NC=1OC(C([C@@](N1)(C)C1=C(C=CC(=C1)Br)F)(F)F)(C)C ([bis-(4-methoxy-phenyl)-phenyl-methyl]-[(R)-4-(5-bromo-2-fluoro-phenyl)-5,5-difluoro-4,6,6-trimethyl-5,6-dihydro-4H-[1,3]oxazin-2-yl]-amine), ClC=1C=C(C=C(C1)Cl)B(O)O (3,5-dichlorophenylboronic acid). Yields the product COC1=CC=C(C=C1)C(C1=CC=CC=C1)(C1=CC=C(C=C1)OC)NC=1OC(C([C@@](N1)(C)C=1C=C(C=CC1F)C1=CC(=CC(=C1)Cl)Cl)(F)F)(C)C ([Bis-(4-methoxy-phenyl)-phenyl-methyl]-[(R)-4-(3′,5′-dichloro-4-fluoro-biphenyl-3-yl)-5,5-difluoro-4,6,6-trimethyl-5,6-dihydro-4H-[1,3]oxazin-2-yl]-amine). Isolated yield 80.0%. Reaction SMILES: [CH3:1][O:2][C:3]1[CH:8]=[CH:7][C:6]([C:9]([NH:24][C:25]2[O:26][C:27]([CH3:43])([CH3:42])[C:28]([F:41])([F:40])[C@:29]([C:32]3[CH:37]=[C:36](Br)[CH:35]=[CH:34][C:33]=3[F:39])([CH3:31])[N:30]=2)([C:16]2[CH:21]=[CH:20][C:19]([O:22][CH3:23])=[CH:18][CH:17]=2)[C:10]2[CH:15]=[CH:14][CH:13]=[CH:12][CH:11]=2)=[CH:5][CH:4]=1.[Cl:44][C:45]1[CH:46]=[C:47](B(O)O)[CH:48]=[C:49]([Cl:51])[CH:50]=1>>[CH3:1][O:2][C:3]1[CH:8]=[CH:7][C:6]([C:9]([NH:24][C:25]2[O:26][C:27]([CH3:43])([CH3:42])[C:28]([F:41])([F:40])[C@:29]([C:32]3[CH:37]=[C:36]([C:47]4[CH:46]=[C:45]([Cl:44])[CH:50]=[C:49]([Cl:51])[CH:48]=4)[CH:35]=[CH:34][C:33]=3[F:39])([CH3:31])[N:30]=2)([C:16]2[CH:21]=[CH:20][C:19]([O:22][CH3:23])=[CH:18][CH:17]=2)[C:10]2[CH:15]=[CH:14][CH:13]=[CH:12][CH:11]=2)=[CH:5][CH:4]=1. Procedure details: In a manner analogous to that described in Example 9 a), the cross-coupling reaction of [bis-(4-methoxy-phenyl)-phenyl-methyl]-[(R)-4-(5-bromo-2-fluoro-phenyl)-5,5-difluoro-4,6,6-trimethyl-5,6-dihydro-4H-[1,3]oxazin-2-yl]-amine (intermediate C4.1) with 3,5-dichlorophenylboronic acid yielded the title compound (80% yield) as a white foam. MS (ISP): m/z=719.4 [M+H]+ and 721.0 [M+H]+.